Task: describe an organic reaction: reactants, conditions, products, and yield. Dataset: the Open Reaction Database (ORD), a public repository of structured organic reaction records Starting materials: CC(=O)OCC1=C(N2[C@@H](CC2=O)SC1)C(=O)O (cephalosporanic acid), CN1N=NN=C1S (1-methyl-1H-tetrazole-5-thiol), C([O-])(O)=O.[Na+] (sodium bicarbonate). Solvent: O (water), CC(=O)C (acetone). The product is CC(C=1CS[C@H]2N(C1C(=O)O)C(C2)=O)SC2=NN=NN2 (3-(1-methyl-1H-tetrazol-5-ylthiomethyl)-3-cephem- 4-carboxylic acid). Yield: 44.1%. As a reaction SMILES: CC(O[CH2:5][C:6]1[CH2:14][S:13][C@@H:9]2[CH2:10][C:11](=[O:12])[N:8]2[C:7]=1[C:15]([OH:17])=[O:16])=O.C[N:19]1[C:23]([SH:24])=[N:22][N:21]=[N:20]1.[C:25](=O)(O)[O-].[Na+]>O.CC(C)=O>[CH3:25][CH:5]([S:24][C:23]1[NH:22][N:21]=[N:20][N:19]=1)[C:6]1[CH2:14][S:13][C@@H:9]2[CH2:10][C:11](=[O:12])[N:8]2[C:7]=1[C:15]([OH:17])=[O:16] |f:2.3|. Procedure details: A solution of 7-[D-N-[2-{2-N-methyl-N-phenylcarbamoyl)phenoxy}acetyl]-2-phenylglycinamido]cephalosporanic acid (3 g.), 1-methyl-1H-tetrazole-5-thiol (0.58 g.) and sodium bicarbonate (0.76 g.) in water (100 ml.) and acetone (50 ml.) was stirred at 65° to 70° C. for 6 hours, meanwhile the solution was kept at pH 7 to 7.2. After removing the insoluble substance by filtration, water was added to the filtrate to a total volume of 300 ml., treated with activated charcoal, adjusted to pH 2.0 with 10% h... The reactants are C1=CC=C(C=2OC3=C(C21)C=CC=C3)NC(C)=O (N-(dibenzo[b,d]furan-4-yl)acetamide), Cl (HCl), C([O-])([O-])=O.[Na+].[Na+] (sodium carbonate). Run in CO (methanol). Product: C1=CC=C(C=2OC3=C(C21)C=CC=C3)N (dibenzo[b,d]furan-4-amine). Yield: 91.4%. Reaction SMILES: [CH:1]1[C:9]2[C:8]3[CH:10]=[CH:11][CH:12]=[CH:13][C:7]=3[O:6][C:5]=2[C:4]([NH:14]C(=O)C)=[CH:3][CH:2]=1.Cl.C(=O)([O-])[O-].[Na+].[Na+]>CO>[CH:1]1[C:9]2[C:8]3[CH:10]=[CH:11][CH:12]=[CH:13][C:7]=3[O:6][C:5]=2[C:4]([NH2:14])=[CH:3][CH:2]=1 |f:2.3.4|. Procedure: N-(dibenzo[b,d]furan-4-yl)acetamide (90 g, 400 mmol) was suspended in the mixture of concentrated HCl (240 mL) and methanol (240 mL). The reaction was refluxed for 2 h and then cooled to room temperature. Saturated sodium carbonate was used to neutralize the solution. The residue was collected by filtration and redissolved in DCM. After dried over sodium sulfate, the solution was concentrated to give dibenzo[b,d]furan-4-amine (67 g, 92% yield) as brown solid. Reactants: C(N)(=O)C1=C(C=2N=C(N=CC2S1)NC1=CC(=NN1C(C)C)C1CCN(CC1)C(=O)OC(C)(C)C)C1=C(C=CC=C1)OC (2-methylpropan-2-yl 4-[5-{[6-carbamoyl-7-(2-methoxyphenyl)thieno[3,2-d]pyrimidin-2-yl]amino}-1-(propan-2-yl)-1H-pyrazol-3-yl]piperidine-1-carboxylate), Cl (hydrochloric acid). Solvent: O1CCOCC1 (dioxane). Reaction conditions: time 30 minute. The product is Cl.COC1=C(C=CC=C1)C1=C(SC2=C1N=C(N=C2)NC2=CC(=NN2C(C)C)C2CCNCC2)C(=O)N (7-(2-methoxyphenyl)-2-{[3-(piperidin-4-yl)-1-(propan-2-yl)-1H-pyrazol-5-yl]amino}thieno[3,2-d]pyrimidine-6-carboxamide hydrochloride). As a reaction SMILES: [C:1]([C:4]1[S:12][C:11]2[CH:10]=[N:9][C:8]([NH:13][C:14]3[N:18]([CH:19]([CH3:21])[CH3:20])[N:17]=[C:16]([CH:22]4[CH2:27][CH2:26][N:25](C(OC(C)(C)C)=O)[CH2:24][CH2:23]4)[CH:15]=3)=[N:7][C:6]=2[C:5]=1[C:35]1[CH:40]=[CH:39][CH:38]=[CH:37][C:36]=1[O:41][CH3:42])(=[O:3])[NH2:2].[ClH:43]>O1CCOCC1>[ClH:43].[CH3:42][O:41][C:36]1[CH:37]=[CH:38][CH:39]=[CH:40][C:35]=1[C:5]1[C:6]2[N:7]=[C:8]([NH:13][C:14]3[N:18]([CH:19]([CH3:21])[CH3:20])[N:17]=[C:16]([CH:22]4[CH2:27][CH2:26][NH:25][CH2:24][CH2:23]4)[CH:15]=3)[N:9]=[CH:10][C:11]=2[S:12][C:4]=1[C:1]([NH2:2])=[O:3] |f:3.4|. Procedure details: Note 3: Example I-61 was prepared from Example I-52 according to the following method: 140 mg of 2-methylpropan-2-yl 4-[5-{[6-carbamoyl-7-(2-methoxyphenyl)thieno[3,2-d]pyrimidin-2-yl]amino}-1-(propan-2-yl)-1H-pyrazol-3-yl]piperidine-1-carboxylate are added to a solution of 4 ml of 4N hydrochloric acid in dioxane at a temperature of about 20° C. and the mixture is left to stir for 30 minutes. After concentration of the mixture under reduced pressure, a solid is obtained which is washed successive... Reactants: [BH4-].[Na+] (Sodium borohydride), BrC1=CC=CC(=N1)CC(=O)O ((6-bromopyridin-2-yl)acetic acid), B(F)(F)F.CCOCC (boron trifluoride diethyl etherate). The solvent is [Cl-].[Na+].O (brine), [Cl-].[NH4+] (ammonium chloride), C(C)(=O)OCC (ethyl acetate), O1CCCC1 (tetrahydrofuran). Conditions: time 2 hour. The product is BrC1=CC=CC(=N1)CCO (2-(6-Bromopyridin-2-yl)ethanol). Reaction SMILES: [Br:1][C:2]1[N:7]=[C:6]([CH2:8][C:9](O)=[O:10])[CH:5]=[CH:4][CH:3]=1.[BH4-].[Na+].B(F)(F)F.CCOCC>O1CCCC1.[Cl-].[Na+].O.[Cl-].[NH4+].C(OCC)(=O)C>[Br:1][C:2]1[N:7]=[C:6]([CH2:8][CH2:9][OH:10])[CH:5]=[CH:4][CH:3]=1 |f:1.2,3.4,6.7.8,9.10|. Reported procedure: A solution of (6-bromopyridin-2-yl)acetic acid (1.1 g, 5.09 mmol) in tetrahydrofuran (20 ml) was cooled to 0° C. Sodium borohydride (0.385 g, 10.18 mmol) was slowly added followed by the addition of boron trifluoride diethyl etherate (1.29 ml, 10.18 mmol). The reaction was allowed to come to room temperature. After 2 hrs, the reaction was diluted with brine, ammonium chloride and ethyl acetate. After layer separation, the organic layer was dried over sodium sulfate, filtered and concentrated. Th... The reactants are Br, CN(C)C=O, N=C(N)SCC1CC1, N#Cc1ccc(-c2ccc(C(F)(F)F)cn2)cc1F, [Na+], [OH-]. Yields the product N#Cc1ccc(-c2ccc(C(F)(F)F)cn2)cc1SCC1CC1. Reaction SMILES: [BrH:20].[CH3:31][N:32]([CH3:33])[CH:34]=[O:35].[CH:21]1([CH2:24][S:25][C:26](=[NH:27])[NH2:28])[CH2:22][CH2:23]1.[F:1][C:2]([c:3]1[cH:4][cH:5][c:6](-[c:9]2[cH:10][c:11]([F:17])[c:12]([C:13]#[N:14])[cH:15][cH:16]2)[n:7][cH:8]1)([F:18])[F:19].[Na+:30].[OH-:29]>>[F:1][C:2]([c:3]1[cH:4][cH:5][c:6](-[c:9]2[cH:10][c:11]([S:25][CH2:24][CH:21]3[CH2:22][CH2:23]3)[c:12]([C:13]#[N:14])[cH:15][cH:16]2)[n:7][cH:8]1)([F:18])[F:19].